From a dataset of the Open Reaction Database (ORD), a public repository of structured organic reaction records. describe an organic reaction: reactants, conditions, products, and yield The reactants are C(C1=CC=CC=C1)SC=1C=CC(=C(C1)/C=C/C(=O)OCC)NC1=C(C=C(C=C1)Br)OC ((E)-ethyl 3-(5-(benzylthio)-2-((4-bromo-2-methoxyphenyl)amino)phenyl)acrylate), CO (MeOH), C[O-].[Na+] (Sodium methoxide). Solvent: C(Cl)Cl (DCM). Run at time 30 minute. The product is C(C1=CC=CC=C1)SC=1C=C2C=CC(N(C2=CC1)C1=C(C=C(C=C1)Br)OC)=O (6-(benzylthio)-1-(4-bromo-2-methoxyphenyl)quinolin-2(1 H)-one). Yield: 68.6%. As a reaction SMILES: [CH2:1]([S:8][C:9]1[CH:10]=[CH:11][C:12]([NH:22][C:23]2[CH:28]=[CH:27][C:26]([Br:29])=[CH:25][C:24]=2[O:30][CH3:31])=[C:13](/[CH:15]=[CH:16]/[C:17]([O:19]CC)=O)[CH:14]=1)[C:2]1[CH:7]=[CH:6][CH:5]=[CH:4][CH:3]=1.CO.C[O-].[Na+]>C(Cl)Cl>[CH2:1]([S:8][C:9]1[CH:14]=[C:13]2[C:12](=[CH:11][CH:10]=1)[N:22]([C:23]1[CH:28]=[CH:27][C:26]([Br:29])=[CH:25][C:24]=1[O:30][CH3:31])[C:17](=[O:19])[CH:16]=[CH:15]2)[C:2]1[CH:3]=[CH:4][CH:5]=[CH:6][CH:7]=1 |f:2.3|. Procedure details: A RBF was charged with (E)-ethyl 3-(5-(benzylthio)-2-((4-bromo-2-methoxyphenyl)amino)phenyl)acrylate (3.13 g, 6.28 mmol) and MeOH (31.4 ml) to give a yellow suspension. Sodium methoxide (25 wt % in MeOH) (0.271 ml, 1.256 mmol) was added. A reflux condenser was attached, and the flask was lowered into a 75° C. heating bath. The bath quickly spiked to ca. 80-85° C., but returned to 70-75° C. after 30 min. The reaction was stirred for 16 hrs, and the mixture was diluted with DCM and concentrated. T... Starting materials: [Br-].N1(CCCC1)CC[P+](C1=CC=CC=C1)(C1=CC=CC=C1)C1=CC=CC=C1 (2-(1-pyrrolidyl)ethyltriphenylphosphonium bromide), C(C)OCN1C(=NC=C1)C(=O)C1=CC=C(C=C1)C ((1-ethoxymethylimidazol-2-yl)-4-methylphenylmethanone), C(CCC)[Li] (n-butyl lithium). Run in C1CCOC1 (THF), C1CCOC1 (THF), CCCCCC (hexane). Run at time 5 minute. Yields the product N1C(=NC=C1)C(CCN1CCCC1)C1=CC=C(C=C1)C (1-(Imidazol-2-yl)-1-(4-methylphenyl)-3-(1-pyrrolidyl)propane). Isolated yield 106.4%. Reaction SMILES: C([Li])CCC.[Br-].[N:7]1([CH2:12][CH2:13][P+](C2C=CC=CC=2)(C2C=CC=CC=2)C2C=CC=CC=2)[CH2:11][CH2:10][CH2:9][CH2:8]1.C(OC[N:37]1[CH:41]=[CH:40][N:39]=[C:38]1[C:42]([C:44]1[CH:49]=[CH:48][C:47]([CH3:50])=[CH:46][CH:45]=1)=O)C>CCCCCC.C1COCC1>[NH:37]1[CH:41]=[CH:40][N:39]=[C:38]1[CH:42]([C:44]1[CH:49]=[CH:48][C:47]([CH3:50])=[CH:46][CH:45]=1)[CH2:13][CH2:12][N:7]1[CH2:8][CH2:9][CH2:10][CH2:11]1 |f:1.2|. Procedure details: A solution of n-butyl lithium in hexane (1.6 M, 7.7 ml) was added dropwise under nitrogen with stirring to a suspension of 2-(1-pyrrolidyl)ethyltriphenylphosphonium bromide (5.41 g) in dry THF (75 ml) keeping the temperature at -10° to -5°. The addition was complete after 5 min. The mixture was then stirred at 0° for 20 min. then cooled to -5° and treated with a solution of (1-ethoxymethylimidazol-2-yl)-4-methylphenylmethanone (3.0 g) in dry THF (30 ml). The mixture was stirred at room temperatu...